Dataset: the Open Reaction Database (ORD), a public repository of structured organic reaction records. Task: describe an organic reaction: reactants, conditions, products, and yield Reactants: CC(C)(C)OC(=O)NC1CCCN(c2c(Br)cnc3[nH]cc(NC(=O)C4CCCC4)c23)C1, CCOCC, ClCCl, Cl, O=C(O)C(F)(F)F. The product is NC1CCCN(c2c(Br)cnc3[nH]cc(NC(=O)C4CCCC4)c23)C1, Cl. As a reaction SMILES: [Br:1][c:2]1[c:3]([N:19]2[CH2:20][CH:21]([NH:25][C:26](=[O:27])[O:28][C:29]([CH3:30])([CH3:31])[CH3:32])[CH2:22][CH2:23][CH2:24]2)[c:4]2[c:5]([n:6][cH:7]1)[nH:8][cH:9][c:10]2[NH:11][C:12](=[O:13])[CH:14]1[CH2:15][CH2:16][CH2:17][CH2:18]1.[CH3:44][CH2:45][O:46][CH2:47][CH3:48].[Cl:41][CH2:42][Cl:43].[ClH:33].[F:34][C:35]([F:36])([F:37])[C:38]([OH:39])=[O:40]>>[Br:1][c:2]1[c:3]([N:19]2[CH2:20][CH:21]([NH2:25])[CH2:22][CH2:23][CH2:24]2)[c:4]2[c:5]([n:6][cH:7]1)[nH:8][cH:9][c:10]2[NH:11][C:12](=[O:13])[CH:14]1[CH2:15][CH2:16][CH2:17][CH2:18]1.[ClH:33]. The reactants are BrC1=C(C2=C(N(C(=N2)CC)CC(F)(F)F)C=C1)Cl (5-Bromo-4-chloro-2-ethyl-1-(2,2,2-trifluoroethyl)-1H-benzimidazole), C(#N)[Cu] (CuCN). The solvent is CN1CCCC1=O (NMP). Reaction conditions: temperature 220 celsius. Yields the product ClC1=C(C=CC=2N(C(=NC21)CC)CC(F)(F)F)C#N (4-Chloro-2-ethyl-1-(2,2,2-trifluoroethyl)-1H-benzimidazole-5-carbonitrile). The yield is 49.2%. Reaction SMILES: Br[C:2]1[CH:17]=[CH:16][C:5]2[N:6]([CH2:11][C:12]([F:15])([F:14])[F:13])[C:7]([CH2:9][CH3:10])=[N:8][C:4]=2[C:3]=1[Cl:18].[C:19]([Cu])#[N:20]>CN1C(=O)CCC1>[Cl:18][C:3]1[C:4]2[N:8]=[C:7]([CH2:9][CH3:10])[N:6]([CH2:11][C:12]([F:15])([F:14])[F:13])[C:5]=2[CH:16]=[CH:17][C:2]=1[C:19]#[N:20]. Reported procedure: 5-Bromo-4-chloro-2-ethyl-1-(2,2,2-trifluoroethyl)-1H-benzimidazole (0.036 g, 0.106 mmol) and CuCN (0.020 g, 0.222 mmol) were combined in NMP (3 mL) and heated to 220° C. for 20 min in a microwave. The cooled mixture was partitioned between Et2O and water, washed with brine, dried over Na2SO4, filtered, and concentrated in vacuo. Purification (SiO2, EtOAc/hexanes) afforded the title compound (0.015 g): 1NMR (400 MHz, CDCl3) δ 7.56 (d, J=8.4 Hz, 1H), 7.34 (d, J=8.4 Hz, 1H), 4.68 (q, J=8.2 Hz, 2H),... Reactants: ClC=1C=C2C(CCOC2=CC1OC1=CC=C(C(=O)O)C=C1)C(=O)OCC (4-(6-chloro-4-(ethoxycarbonyl)chroman-7-yloxy)benzoic acid), C(C(=O)Cl)(=O)Cl (oxalyl dichloride), C(C)N(C(C)C)C(C)C (N-ethyl-N-isopropylpropan-2-amine), NC(CO)CC1=CC=C(C=C1)Cl (2-amino-3-(4-chlorophenyl)propan-1-ol). The reagents and catalysts are CN(C)C=O (DMF). Solvent: ClCCl (dichloromethane), CCOC(=O)C (EtOAc). Conditions: time 30 minute. Yields the product ClC=1C=C2C(CCOC2=CC1OC1=CC=C(C=C1)C(NC(CC1=CC=C(C=C1)Cl)CO)=O)C(=O)OCC (ethyl 6-chloro-7-(4-(1-(4-chlorophenyl)-3-hydroxypropan-2-ylcarbamoyl)phenoxy)chroman-4-carboxylate). Yield: 76.8%. As a reaction SMILES: [Cl:1][C:2]1[CH:3]=[C:4]2[C:9](=[CH:10][C:11]=1[O:12][C:13]1[CH:21]=[CH:20][C:16]([C:17]([OH:19])=O)=[CH:15][CH:14]=1)[O:8][CH2:7][CH2:6][CH:5]2[C:22]([O:24][CH2:25][CH3:26])=[O:23].C(Cl)(=O)C(Cl)=O.C(N(C(C)C)C(C)C)C.[NH2:42][CH:43]([CH2:46][C:47]1[CH:52]=[CH:51][C:50]([Cl:53])=[CH:49][CH:48]=1)[CH2:44][OH:45]>ClCCl.CN(C=O)C.CCOC(C)=O>[Cl:1][C:2]1[CH:3]=[C:4]2[C:9](=[CH:10][C:11]=1[O:12][C:13]1[CH:14]=[CH:15][C:16]([C:17](=[O:19])[NH:42][CH:43]([CH2:44][OH:45])[CH2:46][C:47]3[CH:52]=[CH:51][C:50]([Cl:53])=[CH:49][CH:48]=3)=[CH:20][CH:21]=1)[O:8][CH2:7][CH2:6][CH:5]2[C:22]([O:24][CH2:25][CH3:26])=[O:23]. Procedure details: To a solution of 4-(6-chloro-4-(ethoxycarbonyl)chroman-7-yloxy)benzoic acid (0.100 g, 0.2654 mmol) in dichloromethane (1.5 ml) and DMF (1 drop) was added oxalyl dichloride (0.02778 ml, 0.3185 mmol), and the reaction was stirred for 30 minutes. N-ethyl-N-isopropylpropan-2-amine (0.1112 ml, 0.6370 mmol) and 2-amino-3-(4-chlorophenyl)propan-1-ol (0.06405 g, 0.3450 mmol) were added, and the reaction was stirred for 16 hours. The reaction was diluted with EtOAc and washed with 1M hydrochloric acid, s... Reactants: ClC1=C(C(=O)C2=C(C=C(N2C)CC(=O)O)C)C=CC(=C1)Cl (5-(2,4-dichlorobenzoyl)-1,4-dimethyl-1H-pyrrole-2-acetic acid), C(CC)(=O)O (propionic acid). Solvent: O (water). Product: ClC1=C(C=CC(=C1)Cl)C(=O)C=1N(C(=CC1C)C)C ((2,4-Dichlorophenyl)(1,3,5-trimethyl-1H-pyrrol-2-yl)-methanone). RXN SMILES: [Cl:1][C:2]1[CH:20]=[C:19]([Cl:21])[CH:18]=[CH:17][C:3]=1[C:4]([C:6]1[N:10]([CH3:11])[C:9]([CH2:12]C(O)=O)=[CH:8][C:7]=1[CH3:16])=[O:5].C(O)(=O)CC>O>[Cl:1][C:2]1[CH:20]=[C:19]([Cl:21])[CH:18]=[CH:17][C:3]=1[C:4]([C:6]1[N:10]([CH3:11])[C:9]([CH3:12])=[CH:8][C:7]=1[CH3:16])=[O:5]. Procedure details: A solution of 62.69 g (0.18 mole) 5-(2,4-dichlorobenzoyl)-1,4-dimethyl-1H-pyrrole-2-acetic acid (4)in 550 mL of propionic acid was heated under reflux overnight then poured into water. The solution was extracted three times with diethyl ether. The ether solution was washed successively with NaHCO3, water and brine, and dried (MgSO4). Evaporation of the solvent in vacuo gave a tan solid which was recrystallized from methylcyclohexane: mp 96°-98° C.; mass spectrum (Cl--CH4) m/z=282 (M+1); NMR 300 ... Starting materials: N (ammonia), C(#N)[BH3-].[Na+] (sodium cyanoborohydride), OC1=C2C=CN(C2=CC=C1)CC(C)O (4-hydroxy-1-N-(β-hydroxypropyl)indole), ice. Run in C(C)(=O)O (acetic acid). Run at time 30 minute. Yields the product OC1=C2CCN(C2=CC=C1)CC(C)O (4-hydroxy-1-N-(β-hydroxypropyl)indoline). The yield is 56.5%. Reaction SMILES: C([BH3-])#N.[Na+].[OH:5][C:6]1[CH:14]=[CH:13][CH:12]=[C:11]2[C:7]=1[CH:8]=[CH:9][N:10]2[CH2:15][CH:16]([OH:18])[CH3:17].N>C(O)(=O)C>[OH:5][C:6]1[CH:14]=[CH:13][CH:12]=[C:11]2[C:7]=1[CH2:8][CH2:9][N:10]2[CH2:15][CH:16]([OH:18])[CH3:17] |f:0.1|. Procedure details: 1.4 g of sodium cyanoborohydride were added to a solution of 7 g of 4-hydroxy-1-N-(β-hydroxypropyl)indole, obtained in the preceding stage, in 40 cm3 of acetic acid, the temperature being maintained below 30° C. After stirring for 30 minutes, the reaction mixture was poured onto 200 g of ice-cold water and the pH was neutralized to 7.5 by addition of 30% aqueous ammonia. The precipitate obtained was filtered off and dried. 4 g of the expected product were obtained, the melting point of which was... The reactants are CN1CCOCC1 (N-methyl-morpholine), NC=1C=C(CN2N=C(C=C2)NC([C@H](CC2CCCC2)C2=CC(=C(C=C2)S(=O)(=O)C)Cl)=O)C=CC1 (N-[1-(3-amino-benzyl)-1H-pyrazol-3-yl]-2-(R)-(3-chloro-4-methanesulfonyl-phenyl)-3-cyclopentyl-propionamide), C(CC)(=O)Cl (Propionyl chloride). The solvent is C(Cl)Cl (methylene chloride). Conditions: temperature 25 celsius, time 30 minute. Product: ClC=1C=C(C=CC1S(=O)(=O)C)[C@H](C(=O)NC1=NN(C=C1)CC1=CC(=CC=C1)NC(CC)=O)CC1CCCC1 (2-(R)-(3-chloro-4-methanesulfonyl-phenyl)-3-cyclopentyl-N-[1-(3-propionylamino-benzyl)-1H-pyrazol-3-yl]-propionamide). The yield is 61.2%. Reaction SMILES: [NH2:1][C:2]1[CH:3]=[C:4]([CH:32]=[CH:33][CH:34]=1)[CH2:5][N:6]1[CH:10]=[CH:9][C:8]([NH:11][C:12](=[O:31])[C@@H:13]([C:20]2[CH:25]=[CH:24][C:23]([S:26]([CH3:29])(=[O:28])=[O:27])=[C:22]([Cl:30])[CH:21]=2)[CH2:14][CH:15]2[CH2:19][CH2:18][CH2:17][CH2:16]2)=[N:7]1.CN1CCOCC1.[C:42](Cl)(=[O:45])[CH2:43][CH3:44]>C(Cl)Cl>[Cl:30][C:22]1[CH:21]=[C:20]([C@@H:13]([CH2:14][CH:15]2[CH2:19][CH2:18][CH2:17][CH2:16]2)[C:12]([NH:11][C:8]2[CH:9]=[CH:10][N:6]([CH2:5][C:4]3[CH:32]=[CH:33][CH:34]=[C:2]([NH:1][C:42](=[O:45])[CH2:43][CH3:44])[CH:3]=3)[N:7]=2)=[O:31])[CH:25]=[CH:24][C:23]=1[S:26]([CH3:29])(=[O:28])=[O:27]. Reported procedure: N-[1-(3-Amino-benzyl)-1H-pyrazol-3-yl]-2-(R)-(3-chloro-4-methanesulfonyl-phenyl)-3-cyclopentyl-propionamide prepared in example 58 (110 mg, 0.22 mmol) was dissolved in methylene chloride (2 mL) and N-methyl-morpholine (26 μL, 0.24 mmol) was added. Propionyl chloride (19 μL, 0.22 mmol) was added and the reaction stirred at 25° C. for 30 min. The reaction was concentrated in vacuo to give a beige foam. Purification by flash column chromatography (Merck silica gel 60, 40-63 μm; 0% ethyl acetate/met... Starting materials: C(=S)=S (carbon disulfide), CN1CCNCC1 (N-methylpiperazine), [OH-].[K+] (potassium hydroxide), O (water), C(=S)=S (carbon disulfide). Run in C1(=CC=CC=C1)C (toluene). Reaction conditions: temperature 20 celsius. The product is solution, C(N)([S-])=S.CN1CCNCC1.[K+] (potassium N-methylpiperazine dithiocarbamate). Isolated yield 50.0%. RXN SMILES: [OH-].[K+:2].O.[CH3:4][N:5]1[CH2:10][CH2:9][NH:8][CH2:7][CH2:6]1.[C:11](=[S:13])=[S:12]>C1(C)C=CC=CC=1>[C:11](=[S:13])([S-:12])[NH2:5].[CH3:4][N:5]1[CH2:10][CH2:9][NH:8][CH2:7][CH2:6]1.[K+:2] |f:0.1,6.7.8|. Procedure: To a 3-necked round bottom flask equipped with a mechanical stirrer, addition funnel and reflux condenser was added 3.12 grams of 90% potassium hydroxide, 100 ml. of water and 60 grams of N-methylpiperazine. The solution was cooled to 20° C with an ice bath and thereafter 38 grams of carbon disulfide was added drop-wise. When the addition of carbon disulfide had been completed, 100 ml. toluene was added and a Dean-Stark trap placed on the flask. The water was azeotroped off, followed by distilla...